This data is from the Open Reaction Database (ORD), a public repository of structured organic reaction records. The task is: describe an organic reaction: reactants, conditions, products, and yield Reactants: S(=O)(Cl)Cl (Thionyl chloride), OC1=CC(=C(C(=O)O)C=C1N=NC=1NC(=C(N1)C1=CC=CC=C1)C1=CC=CC=C1)[N+](=O)[O-] (4-Hydroxy-2-nitro-5-(4,5-diphenylimidazol-2-ylazo) Benzoic Acid). Run in O1CCCC1 (tetrahydrofuran). Run at temperature 5 celsius, time 15 minute. The product is OC1=CC(=C(C(=O)Cl)C=C1N=NC=1NC(=C(N1)C1=CC=CC=C1)C1=CC=CC=C1)[N+](=O)[O-] (4-Hydroxy-2-nitro-5-(4,5-diphenylimidazol-2-ylazo) Benzoyl Chloride). RXN SMILES: S(Cl)([Cl:3])=O.[OH:5][C:6]1[C:14]([N:15]=[N:16][C:17]2[NH:18][C:19]([C:28]3[CH:33]=[CH:32][CH:31]=[CH:30][CH:29]=3)=[C:20]([C:22]3[CH:27]=[CH:26][CH:25]=[CH:24][CH:23]=3)[N:21]=2)=[CH:13][C:9]([C:10](O)=[O:11])=[C:8]([N+:34]([O-:36])=[O:35])[CH:7]=1>O1CCCC1>[OH:5][C:6]1[C:14]([N:15]=[N:16][C:17]2[NH:18][C:19]([C:28]3[CH:33]=[CH:32][CH:31]=[CH:30][CH:29]=3)=[C:20]([C:22]3[CH:27]=[CH:26][CH:25]=[CH:24][CH:23]=3)[N:21]=2)=[CH:13][C:9]([C:10]([Cl:3])=[O:11])=[C:8]([N+:34]([O-:36])=[O:35])[CH:7]=1. Procedure: Thionyl chloride (120 ml) was added with stirring to a suspension of VI (11.1 g, 0.026 mole) in dry tetrahydrofuran (120 ml) at 20° C. The mixture became warm and the suspension dissolved, giving a dark-red solution. After a few minutes, a bright-red solid precipitated. The mixture was stirred for a further 15 minutes, cooled to 5° C. and the product filtered off and dried at 50° C. for one hour. TLC analysis showed the product to be pure. Reactants: O=C([O-])[O-], CC(C)=O, Cc1ccc(C)c(S)c1, CC(C)(CCl)C(=O)O, [K+], [K+], O. Product: Cc1ccc(C)c(SCC(C)(C)C(=O)O)c1. Reaction SMILES: [C:22](=[O:23])([O-:24])[O-:25].[CH3:18][C:19](=[O:20])[CH3:21].[CH3:1][c:2]1[c:3]([SH:9])[cH:4][c:5]([CH3:8])[cH:6][cH:7]1.[Cl:10][CH2:11][C:12]([C:13](=[O:14])[OH:15])([CH3:16])[CH3:17].[K+:26].[K+:27].[OH2:28]>>[CH3:1][c:2]1[c:3]([S:9][CH2:11][C:12]([C:13](=[O:14])[OH:15])([CH3:16])[CH3:17])[cH:4][c:5]([CH3:8])[cH:6][cH:7]1. The reactants are C1(CCCCC1)N=C=NC1CCCCC1 (1,3-dicyclohexylcarbodiimide), CC1=CC=C(S1)C(=O)O (5-methyl-2-thiophenecarboxylic acid), C(C)O (ethanol), CN(C)C1=NC=CC=C1 (dimethylaminopyridine). The solvent is ClCCl (dichloromethane). Reaction conditions: time 20 hour. The product is CC1=CC=C(S1)C(=O)OCC (Ethyl 5-methyl-2-thiophenecarboxylate). RXN SMILES: [CH:1]1(N=C=NC2CCCCC2)CCCC[CH2:2]1.[CH3:16][C:17]1[S:21][C:20]([C:22]([OH:24])=[O:23])=[CH:19][CH:18]=1.C(O)C.CN(C1C=CC=CN=1)C>ClCCl>[CH3:16][C:17]1[S:21][C:20]([C:22]([O:24][CH2:1][CH3:2])=[O:23])=[CH:19][CH:18]=1. Reported procedure: To a stirred solution of 15.9 g (77.4 mmol) of 1,3-dicyclohexylcarbodiimide in 40 mL dichloromethane was added 10 g (70.3 mmol) of 5-methyl-2-thiophenecarboxylic acid and 4.85 g (105.5 mmol) of anhydrous ethanol. 0.86 g of dimethylaminopyridine was then added and the suspension stirred at room temperature for 20 hours. The resulting white precipitate was removed by filtration. The filtrate was washed with water, dried (MgSO4), filtered and concentrated under reduced pressure. The residue was pur... Reaction conditions: time 24 hour. Reaction SMILES: [CH:1]1[CH:2]=[CH:3][C:4]2[N:9]([OH:10])[N:8]=[N:7][C:5]=2[CH:6]=1.[CH3:11][N:12]([CH3:15])C=O>>[CH2:1]1[CH2:2][CH2:3][CH:11]([N:12]=[C:15]=[N:7][CH:5]2[CH2:4][CH2:3][CH2:2][CH2:1][CH2:6]2)[CH2:5][CH2:6]1.[CH:1]1[CH:2]=[CH:3][C:4]2[N:9]([OH:10])[N:8]=[N:7][C:5]=2[CH:6]=1 |f:2.3|. Procedure details: These reactions were done in a 96-well plate. The reagents are given per well. Sulfonamide benzoic acid IIIp (4 mg, 0.012 mmol) in 300 μl N,N-dimethylformamide and polystyrene-DCC resin (15 mg, loading ca. 1.27 mmol/g) were combined with HOBt (2 mg, 0.015 mmol) and amine B (0.010 mmol). The reaction was shaken for 24 h, then polystyrene-(polystyrene)-trisamine resin (9 mg, loading ca. 4.36 mmol/g) was added and shaken overnight. The reaction was filtered and the N,N-dimethylformamide evaporated. The product is C1CCC(CC1)N=C=NC2CCCCC2.C=1C=CC2=C(C1)N=NN2O (DCC HOBt). The reactants are Sulfonamide benzoic acid, amine, polystyrene-(polystyrene)-trisamine, polystyrene DCC, C=1C=CC2=C(C1)N=NN2O (HOBt), CN(C=O)C (N,N-dimethylformamide). The reactants are CC(=O)[O-], ClCCl, [Na+], O=P12OP3(=O)OP(=O)(O1)OP(=O)(O2)O3, OCCCCCCCCOC1CCCCO1, O=[Cr](=O)([O-])Cl, c1cc[nH+]cc1. Product: O=CCCCCCCCOC1CCCCO1. RXN SMILES: [CH3:43][C:44](=[O:45])[O-:46].[Cl:47][CH2:48][Cl:49].[Na+:42].[O:17]=[P:18]12[O:19][P:20]3(=[O:30])[O:21][P:22](=[O:28])([O:23][P:24](=[O:27])([O:25]3)[O:26]1)[O:29]2.[O:1]1[CH:2]([O:7][CH2:8][CH2:9][CH2:10][CH2:11][CH2:12][CH2:13][CH2:14][CH2:15][OH:16])[CH2:3][CH2:4][CH2:5][CH2:6]1.[O:31]=[Cr:32]([Cl:33])([O-:34])=[O:35].[nH+:36]1[cH:37][cH:38][cH:39][cH:40][cH:41]1>>[O:1]1[CH:2]([O:7][CH2:8][CH2:9][CH2:10][CH2:11][CH2:12][CH2:13][CH2:14][CH:15]=[O:16])[CH2:3][CH2:4][CH2:5][CH2:6]1. Reactants: CC(=O)Cl, CCOC(C)=O, Nc1nc2ccc(Oc3cccc(NC(=O)C(F)(F)F)c3)c([N+](=O)[O-])c2s1, C1CCOC1, c1ccncc1. The product is CC(=O)Nc1nc2ccc(Oc3cccc(NC(=O)C(F)(F)F)c3)c([N+](=O)[O-])c2s1. As a reaction SMILES: [CH3:34][C:35]([Cl:36])=[O:37].[CH3:43][CH2:44][O:45][C:46](=[O:47])[CH3:48].[NH2:1][c:2]1[s:3][c:4]2[c:5]([n:6]1)[cH:7][cH:8][c:9]([O:14][c:15]1[cH:16][c:17]([NH:21][C:22]([C:23]([F:24])([F:25])[F:26])=[O:27])[cH:18][cH:19][cH:20]1)[c:10]2[N+:11](=[O:12])[O-:13].[O:38]1[CH2:39][CH2:40][CH2:41][CH2:42]1.[cH:28]1[cH:29][cH:30][n:31][cH:32][cH:33]1>>[NH:1]([c:2]1[s:3][c:4]2[c:5]([n:6]1)[cH:7][cH:8][c:9]([O:14][c:15]1[cH:16][c:17]([NH:21][C:22]([C:23]([F:24])([F:25])[F:26])=[O:27])[cH:18][cH:19][cH:20]1)[c:10]2[N+:11](=[O:12])[O-:13])[C:35]([CH3:34])=[O:37]. Starting materials: CC=1[Se]C2=C(N1)C=CC=C2 (2-Methylbenzoselenazole), CI (methyl iodide). The solvent is C(Cl)(Cl)Cl (chloroform). Reaction conditions: temperature 80 celsius. Product: [I-].CC=1[Se]C2=C([N+]1C)C=CC=C2 (2,3-dimethyl-benzoselenazolium iodide). Isolated yield 94.2%. Reaction SMILES: [CH3:1][C:2]1[Se:3][C:4]2[CH:10]=[CH:9][CH:8]=[CH:7][C:5]=2[N:6]=1.[CH3:11][I:12]>C(Cl)(Cl)Cl>[I-:12].[CH3:1][C:2]1[Se:3][C:4]2[CH:10]=[CH:9][CH:8]=[CH:7][C:5]=2[N+:6]=1[CH3:11] |f:3.4|. Procedure details: 2-Methylbenzoselenazole (10.1 g ) was dissolved in 100 ml of chloroform, then 10.0 g of methyl iodide was added to the solution, and the mixture was heated in an autoclave at 80° C. for 5 days. The crystals resulting from the reaction were taken out by filtration, washed with ether and dried to give 16.4 g of 2,3-dimethyl-benzoselenazolium iodide (yield 94%).